Dataset: the Open Reaction Database (ORD), a public repository of structured organic reaction records. Task: describe an organic reaction: reactants, conditions, products, and yield The reactants are O1[C@@]2(C=CC([C@@H]([C@@H]([C@H](C(C([C@H](CC(N([C@@H](C[C@@H]21)C(=CC=2N=C(SC2)C)C)C)=O)O)(C)C)=O)C)O)C)=O)C ((4S,7R,8S,9R, 13R, 14S, 16S)-13,14-epoxy-4,8-dihydroxy-2,6,10-trioxo-1,5,5,7,9,13-hexamethyl-16-(1-(2-methylthiazol-4-yl)propen-2-yl)-1-aza-11-cyclohexadecene), solution, C(CCC)[Li] (n-butyllithium), C(=O)(O)[O-].[Na+] (NaHCO3). The reagents and catalysts are [W](Cl)(Cl)(Cl)(Cl)(Cl)Cl (tungsten hexachloride). Run in O1CCCC1 (tetrahydrofuran), O (water), O1CCCC1 (tetrahydrofuran), CCCCCC (hexane). Run at time 30 minute. Yields the product OC1CC(N(C(CCC(C=CC(C(C(C(C(C1(C)C)=O)C)O)C)=O)C)C(=CC=1N=C(SC1)C)C)C)=O (4,8-dihydroxy-2,6,10-trioxo-1,5,5,7,9,13-hexamethyl-16-(1-(2-methylthiazol-4-yl)propen-2-yl)-1-aza-11-cyclohexadecene). RXN SMILES: C([Li])CCC.O1[C@@H:22]2[C@@:7]1([CH3:42])[CH:8]=[CH:9][C:10](=[O:41])[C@H:11]([CH3:40])[C@H:12]([OH:39])[C@@H:13]([CH3:38])[C:14](=[O:37])[C:15]([CH3:36])([CH3:35])[C@@H:16]([OH:34])[CH2:17][C:18](=[O:33])[N:19]([CH3:32])[C@H:20]([C:23]([CH3:31])=[CH:24][C:25]1[N:26]=[C:27]([CH3:30])[S:28][CH:29]=1)[CH2:21]2.C([O-])(O)=O.[Na+]>O1CCCC1.CCCCCC.O.[W](Cl)(Cl)(Cl)(Cl)(Cl)Cl>[OH:34][CH:16]1[C:15]([CH3:36])([CH3:35])[C:14](=[O:37])[CH:13]([CH3:38])[CH:12]([OH:39])[CH:11]([CH3:40])[C:10](=[O:41])[CH:9]=[CH:8][CH:7]([CH3:42])[CH2:22][CH2:21][CH:20]([C:23]([CH3:31])=[CH:24][C:25]2[N:26]=[C:27]([CH3:30])[S:28][CH:29]=2)[N:19]([CH3:32])[C:18](=[O:33])[CH2:17]1 |f:2.3|. Procedure: A solution of tungsten hexachloride (0.76 g) in tetrahydrofuran (20 mL) at −78° C. is treated with a 1.6 M solution of n-butyllithium in hexane (2.5 mL). The mixture is allowed to warm to ambient temperature over 20 minutes. A 13.8 mL portion of the resulting green solution is added to a solution of (4S,7R,8S,9R, 13R, 14S, 16S)-13,14-epoxy-4,8-dihydroxy-2,6,10-trioxo-1,5,5,7,9,13-hexamethyl-16-(1-(2-methylthiazol-4-yl)propen-2-yl)-1-aza-11-cyclohexadecene (370 mg) in 2 mL of tetrahydrofuran at a... Product: O=CNNc1ccc(Br)cc1. Starting materials: NNc1ccc(Br)cc1, COC=O, Cl, [K+], [K+], O=C([O-])[O-], O. RXN SMILES: [Br:2][c:3]1[cH:4][cH:5][c:6]([NH:9][NH2:10])[cH:7][cH:8]1.[CH:17]([O:18][CH3:19])=[O:20].[ClH:1].[K+:11].[K+:12].[O-:13][C:14]([O-:15])=[O:16].[OH2:21]>>[Br:2][c:3]1[cH:4][cH:5][c:6]([NH:9][NH:10][CH:14]=[O:13])[cH:7][cH:8]1. Reaction SMILES: [CH2:40]1[O:41][CH2:42][CH2:43][CH2:44]1.[CH:17]([N:18]([CH:19]([CH3:20])[CH3:21])[CH2:22][CH3:23])([CH3:24])[CH3:25].[Cl:1][c:2]1[c:3]2[c:4]([n:5][cH:6][n:7]1)[nH:8][n:9][c:10]2[CH2:11][O:12][CH2:13][CH2:14][O:15][CH3:16].[Cl:26][c:27]1[cH:28][cH:29][c:30]([CH3:39])[c:31]([N:33]2[CH2:34][CH2:35][NH:36][CH2:37][CH2:38]2)[cH:32]1>>[c:2]1([N:36]2[CH2:35][CH2:34][N:33]([c:31]3[c:30]([CH3:39])[cH:29][cH:28][c:27]([Cl:26])[cH:32]3)[CH2:38][CH2:37]2)[c:3]2[c:4]([n:5][cH:6][n:7]1)[nH:8][n:9][c:10]2[CH2:11][O:12][CH2:13][CH2:14][O:15][CH3:16]. Yields the product COCCOCc1n[nH]c2ncnc(N3CCN(c4cc(Cl)ccc4C)CC3)c12. Starting materials: C1CCOC1, CCN(C(C)C)C(C)C, COCCOCc1n[nH]c2ncnc(Cl)c12, Cc1ccc(Cl)cc1N1CCNCC1. The reactants are BrCC(C(F)(F)F)=O (3-bromo-1,1,1-trifluoropropan-2-one), [BH4-].[Na+] (sodium borohydride), C1(=CC=CC=C1)P(C1=CC=CC=C1)C1=CC=CC=C1 (triphenylphosphine), C([O-])([O-])=O.[K+].[K+] (potassium carbonate), C(C1=CC=CC=C1)OC(=O)ON1C(CCC1=O)=O (N-(benzyloxycarbonyloxy)succinimide), [N-]=[N+]=[N-].[Na+] (sodium azide). Solvent: ClCCl (dichloromethane), CO (methanol). Conditions: temperature 70 celsius, time 16 hour. The product is FC(C(CNC(OCC1=CC=CC=C1)=O)O)(F)F (benzyl (3,3,3-trifluoro-2-hydroxypropyl)carbamate). RXN SMILES: Br[CH2:2][C:3](=[O:8])[C:4]([F:7])([F:6])[F:5].[BH4-].[Na+].[N-:11]=[N+]=[N-].[Na+].C1(P(C2C=CC=CC=2)C2C=CC=CC=2)C=CC=CC=1.C(=O)([O-])[O-].[K+].[K+].[CH2:40]([O:47][C:48]([O:50]N1C(=O)CCC1=O)=O)[C:41]1[CH:46]=[CH:45][CH:44]=[CH:43][CH:42]=1>CO.ClCCl>[F:5][C:4]([F:7])([F:6])[CH:3]([OH:8])[CH2:2][NH:11][C:48](=[O:50])[O:47][CH2:40][C:41]1[CH:46]=[CH:45][CH:44]=[CH:43][CH:42]=1 |f:1.2,3.4,6.7.8|. Procedure: To a solution of 3-bromo-1,1,1-trifluoropropan-2-one (150 g, 789 mmol) in methanol (600 mL) was added sodium borohydride (21 g, 550 mmol) in several batches at 0-5° C. over a period of 3 hours. After 2 hours post-addition, the reaction mixture was quenched with acetic acid (30 g). To this mixture was added dropwise sodium azide (5.22 M solution in water, 150 mL, 785 mmol). The reaction mixture was heated to 70° C. After 16 hours, the reaction mixture was cooled to ambient temperature, and triphe...